Dataset: the Open Reaction Database (ORD), a public repository of structured organic reaction records. Task: describe an organic reaction: reactants, conditions, products, and yield The reactants are C1(=CC=CC=C1)SC1=CC=CC=C1 (diphenyl sulfide), FC(OC1=CC=C(C=C1)O)(F)F (4-trifluoromethoxyphenol), C(C)(=O)O (acetic acid), S(=O)(=O)(Cl)Cl (sulfuryl chloride). The solvent is C(Cl)Cl (methylene chloride). Run at time 3 hour. The product is ClC1=C(C=CC(=C1)OC(F)(F)F)O (2-chloro-4-trifluoromethoxyphenol). The yield is 92.0%. As a reaction SMILES: C1(SC2C=CC=CC=2)C=CC=CC=1.[F:14][C:15]([F:25])([F:24])[O:16][C:17]1[CH:22]=[CH:21][C:20]([OH:23])=[CH:19][CH:18]=1.C(O)(=O)C.S(Cl)([Cl:33])(=O)=O>C(Cl)Cl>[Cl:33][C:19]1[CH:18]=[C:17]([O:16][C:15]([F:24])([F:25])[F:14])[CH:22]=[CH:21][C:20]=1[OH:23]. Reported procedure: 0.05 part by weight of diphenyl sulfide is added to a solution of 8.9 parts by weight of 4-trifluoromethoxyphenol in 30 parts by weight of glacial acetic acid, and 6.8 parts by weight of sulfuryl chloride are then added dropwise, without cooling. The mixture is subsequently stirred at room temperature for 3 hours, the solvent is stripped off and the residue is taken up in 50 parts by weight of methylene chloride. This solution is twice washed with 50 parts by weight of saturated bicarbonate solu... Starting materials: BrC=1C=C2C=CC(=CC2=CC1)C(=O)O (6-bromo-2-naphthoic acid), C(C(=O)Cl)(=O)Cl (Oxalylchloride). Reagents/catalysts: CN(C)C=O (DMF). The solvent is ClCCl (dichloromethane). Run at time 8 hour. The product is BrC=1C=C2C=CC(=CC2=CC1)C(=O)Cl (6-bromo-2-naphthoyl chloride). Yield: 100.1%. RXN SMILES: [Br:1][C:2]1[CH:3]=[C:4]2[C:9](=[CH:10][CH:11]=1)[CH:8]=[C:7]([C:12]([OH:14])=O)[CH:6]=[CH:5]2.C(Cl)(=O)C([Cl:18])=O>ClCCl.CN(C=O)C>[Br:1][C:2]1[CH:3]=[C:4]2[C:9](=[CH:10][CH:11]=1)[CH:8]=[C:7]([C:12]([Cl:18])=[O:14])[CH:6]=[CH:5]2. Procedure: 6-bromo-2-naphthoic acid (72.3 g, 282 mmol, 1.0 equiv.) was suspended in dichloromethane (600 mL) and DMF (catalytic, 5 drops) was added. Oxalylchloride (71.6 g, 564 mmol, 2.0 equiv.) was added portion wise during 1 hour. The reaction mixture was stirred overnight with a CaCl2 drying tube mouthed on the flask. Complete dissolution occurred. The reaction mixture was concentrated, dichloromethane (100 mL) was added and the solvent was evaporated again, yielding 6-bromo-2-naphthoyl chloride (76.1 g... The reactants are C(#N)C1CCC(CC1)N(C(CC[C@@H](C(C)C)N1C(=NC2=C(C1)C=C(N=C2)OC2=CC=CC=C2)N)=O)C (4-(S)-(2-amino-6-phenoxy-4H-pyrido[3,4-d]pyrimidin-3-yl)-5-methyl-hexanoic acid (4-cyano-cyclohexyl)-methyl-amide), C[Si](C)(C)N=[N+]=[N-] (trimethylsilylazide), C(CCC)[Sn](CCCC)=O (dibutyltin oxide). Solvent: COCCOC (DME). Run at temperature 150 celsius. The product is CN(C(CC[C@@H](C(C)C)N1C(=NC2=C(C1)C=C(N=C2)OC2=CC=CC=C2)N)=O)C2CCC(CC2)C2=NN=NN2 (4-(S)-(2-amino-6-phenoxy-4H-pyrido[3,4-d]pyrimidin-3-yl)-5-methyl-hexanoic acid methyl-[4-(1H-tetrazol-5-yl)-cyclohexyl]-amide). Reaction SMILES: [C:1]([CH:3]1[CH2:8][CH2:7][CH:6]([N:9]([CH3:36])[C:10](=[O:35])[CH2:11][CH2:12][C@H:13]([N:17]2[CH2:22][C:21]3[CH:23]=[C:24]([O:27][C:28]4[CH:33]=[CH:32][CH:31]=[CH:30][CH:29]=4)[N:25]=[CH:26][C:20]=3[N:19]=[C:18]2[NH2:34])[CH:14]([CH3:16])[CH3:15])[CH2:5][CH2:4]1)#[N:2].C[Si]([N:41]=[N+:42]=[N-:43])(C)C.C([Sn](=O)CCCC)CCC>COCCOC>[CH3:36][N:9]([CH:6]1[CH2:7][CH2:8][CH:3]([C:1]2[NH:43][N:42]=[N:41][N:2]=2)[CH2:4][CH2:5]1)[C:10](=[O:35])[CH2:11][CH2:12][C@H:13]([N:17]1[CH2:22][C:21]2[CH:23]=[C:24]([O:27][C:28]3[CH:33]=[CH:32][CH:31]=[CH:30][CH:29]=3)[N:25]=[CH:26][C:20]=2[N:19]=[C:18]1[NH2:34])[CH:14]([CH3:16])[CH3:15]. Reported procedure: To a solution of 4-(S)-(2-amino-6-phenoxy-4H-pyrido[3,4-d]pyrimidin-3-yl)-5-methyl-hexanoic acid (4-cyano-cyclohexyl)-methyl-amide (0.26 g, 0.43 mmol) and trimethylsilylazide (0.17 mL, 1.29 mmol) in DME (1.5 mL) was added dibutyltin oxide (0.10 g, 0.40 mmol). The mixture was then heated in a microwave at 150° C. for 20 min. The solution was purified by HPLC to yield 4-(S)-(2-amino-6-phenoxy-4H-pyrido[3,4-d]pyrimidin-3-yl)-5-methyl-hexanoic acid methyl-[4-(1H-tetrazol-5-yl)-cyclohexyl]-amide as a... Reactants: solid, BrC1=CC(=CC=2C(=C3N(C12)CCNC3=O)C)F (6-bromo-8-fluoro-10-methyl-3,4-dihydro-2H-pyrazino[1,2-a]indol-1-one), BrC1=CC(=CC=2C(=C3N(C12)CCNC3=O)C)F (6-bromo-8-fluoro-10-methyl-3,4-dihydro-2H-pyrazino[1,2-a]indol-1-one), CC1(OB(OC1(C)C)C=1C=CC(=NC1)N)C (5-(4,4,5,5-tetramethyl-1,3,2-dioxaborolan-2-yl)pyridin-2-amine). Yields the product NC1=CC=C(C=N1)C1=CC(=CC=2C(=C3N(C12)CCNC3=O)C)F (6-(6-Amino-pyridin-3-yl)-8-fluoro-10-methyl-3,4-dihydro-2H-pyrazino[1,2-a]indol-1-one). As a reaction SMILES: Br[C:2]1[C:10]2[N:9]3[CH2:11][CH2:12][NH:13][C:14](=[O:15])[C:8]3=[C:7]([CH3:16])[C:6]=2[CH:5]=[C:4]([F:17])[CH:3]=1.CC1(C)C(C)(C)OB([C:26]2[CH:27]=[CH:28][C:29]([NH2:32])=[N:30][CH:31]=2)O1>>[NH2:32][C:29]1[N:30]=[CH:31][C:26]([C:2]2[C:10]3[N:9]4[CH2:11][CH2:12][NH:13][C:14](=[O:15])[C:8]4=[C:7]([CH3:16])[C:6]=3[CH:5]=[C:4]([F:17])[CH:3]=2)=[CH:27][CH:28]=1. Procedure: The title compound, light grey solid (64 mg, 82%), MS (ISP) m/z=311.5 [(M+H)+], mp 254° C., was prepared in accordance with the general method of example 1 from 6-bromo-8-fluoro-10-methyl-3,4-dihydro-2H-pyrazino[1,2-a]indol-1-one (intermediate 14) (74.3 mg, 0.25 mmol) and commercially available 5-(4,4,5,5-tetramethyl-1,3,2-dioxaborolan-2-yl)pyridin-2-amine (71.5 mg, 0.325 mmol). Conditions: time 16 hour. RXN SMILES: [Cl:1][C:2]1[CH:7]=[C:6]([F:8])[CH:5]=[CH:4][C:3]=1[NH:9][C:10](=O)[CH:11]([CH3:13])[CH3:12].B.CO.Cl>C1COCC1>[Cl:1][C:2]1[CH:7]=[C:6]([F:8])[CH:5]=[CH:4][C:3]=1[NH:9][CH2:10][CH:11]([CH3:13])[CH3:12]. The yield is 80.8%. Reported procedure: A suspension of the above propanamide (19.9 g, 92 mmol) in THF (200 ml) was cooled on an icebath. A 1M solution of borane in THF (100 ml, 100 mmol) was added and the mixture stirred at room temperature for 16 h. Methanol (50 ml) was carefully added followed by 1N hydrochloric acid (50 ml). The volume was concentrated in vacuo to 50 ml, water (200 ml) was added and pH in the aqueous phase was adjusted to 10 with 2N sodium hydroxide. The mixture was extracted with dichloromethane (3×100 ml) and th... The reactants are solution, B (borane), CO (Methanol), ClC1=C(C=CC(=C1)F)NC(C(C)C)=O (N-(2-chloro-4-fluorophenyl)-2-methylpropanamide), Cl (hydrochloric acid). The solvent is C1CCOC1 (THF), C1CCOC1 (THF). Product: ClC1=C(C=CC(=C1)F)NCC(C)C (N-(2-chloro-4-fluorophenyl)-N-(2-methyl-1-propyl)amine).